Dataset: the Open Reaction Database (ORD), a public repository of structured organic reaction records. Task: describe an organic reaction: reactants, conditions, products, and yield Starting materials: Cl.C1CCC2=CC(=CC=C12)NC=1C2=C(N=CN1)N=CC=C2 (4-(5-indanylamino)-pyrido[2,3-d]pyrimidine hydrochloride), C([O-])([O-])=O.[K+].[K+] (potassium carbonate). The solvent is CO (methanol). Reaction conditions: time 0.5 hour. Product: C1CCC2=CC(=CC=C12)NC=1C2=C(N=CN1)N=CC=C2 (4-(5-indanylamino)-pyrido[2,3-d]pyrimidine). The yield is 90.0%. As a reaction SMILES: Cl.[CH2:2]1[C:10]2[C:5](=[CH:6][C:7]([NH:11][C:12]3[C:13]4[CH:21]=[CH:20][CH:19]=[N:18][C:14]=4[N:15]=[CH:16][N:17]=3)=[CH:8][CH:9]=2)[CH2:4][CH2:3]1.C(=O)([O-])[O-].[K+].[K+]>CO>[CH2:2]1[C:10]2[C:5](=[CH:6][C:7]([NH:11][C:12]3[C:13]4[CH:21]=[CH:20][CH:19]=[N:18][C:14]=4[N:15]=[CH:16][N:17]=3)=[CH:8][CH:9]=2)[CH2:4][CH2:3]1 |f:0.1,2.3.4|. Reported procedure: A suspension of 4-(5-indanylamino)-pyrido[2,3-d]pyrimidine hydrochloride (2.988 g, 10 mM) and potassium carbonate (2.764 g, 20 mM) in methanol (60 ml) is stirred at ambient temperature for 0.5 h. The mixture is filtered and the filtrate evaporated under vacuum. The residue is purified by column chromatography using a 93:7 mixture of dichloromethane/methanol as eluant to give pure title compound in 90% yield.